This data is from the Open Reaction Database (ORD), a public repository of structured organic reaction records. The task is: describe an organic reaction: reactants, conditions, products, and yield Starting materials: CC=1C=NC=C(C(=O)O)C1 (5-methylnicotinic acid), C1(CC1)CN1C(N(C(C=2NC(=NC12)CC1=CC=C(C=C1)NC)=O)CC1=C(C=CC=C1)F)=O (3-cyclopropylmethyl-8-[4-(methylamino)-benzyl]-1-(2-fluorobenzyl)-3,7-dihydropurine-2,6-dione). The product is C1(CC1)CN1C(N(C(C=2NC(=NC12)CC1=CC=C(C=C1)N(C(C1=CN=CC(=C1)C)=O)C)=O)CC1=C(C=CC=C1)F)=O (N-{4-[3-cyclopropylmethyl-1-(2-fluorobenzyl)-2,6-dioxo-2,3,6,7-tetrahydro-1H-purin-8-ylmethyl]-phenyl}-5,N-dimethyl-nicotinamide). Reaction SMILES: [CH3:1][C:2]1[CH:3]=[N:4][CH:5]=[C:6]([CH:10]=1)[C:7]([OH:9])=O.[CH:11]1([CH2:14][N:15]2[C:23]3[N:22]=[C:21]([CH2:24][C:25]4[CH:30]=[CH:29][C:28]([NH:31][CH3:32])=[CH:27][CH:26]=4)[NH:20][C:19]=3[C:18](=[O:33])[N:17]([CH2:34][C:35]3[CH:40]=[CH:39][CH:38]=[CH:37][C:36]=3[F:41])[C:16]2=[O:42])[CH2:13][CH2:12]1>>[CH:11]1([CH2:14][N:15]2[C:23]3[N:22]=[C:21]([CH2:24][C:25]4[CH:26]=[CH:27][C:28]([N:31]([CH3:32])[C:7](=[O:9])[C:6]5[CH:10]=[C:2]([CH3:1])[CH:3]=[N:4][CH:5]=5)=[CH:29][CH:30]=4)[NH:20][C:19]=3[C:18](=[O:33])[N:17]([CH2:34][C:35]3[CH:40]=[CH:39][CH:38]=[CH:37][C:36]=3[F:41])[C:16]2=[O:42])[CH2:13][CH2:12]1. Procedure details: This compound was prepared by a method similar to that described in example 79 except that 5-methylnicotinic acid (Lancaster) was used in place of N-acetyl-6-amino-2-pyridine carboxylic acid and 2 equivalents of 3-cyclopropylmethyl-8-[4-(methylamino)-benzyl]-1-(2-fluorobenzyl)-3,7-dihydropurine-2,6-dione were used. The product was purified by chromatography using silica gel eluted with 96:4 chloroform/methanol. MS, m/z(M+)=553.2365. Reactants: Cn1cc(OC(=O)c2ccccc2)c(=O)c2ccccc21, C1CCNCC1, ClCCl. Yields the product Cn1cc(O)c(=O)c2ccccc21. As a reaction SMILES: [C:1](=[O:2])([c:3]1[cH:4][cH:5][cH:6][cH:7][cH:8]1)[O:9][c:10]1[cH:11][n:12]([CH3:21])[c:13]2[cH:14][cH:15][cH:16][cH:17][c:18]2[c:19]1=[O:20].[CH2:22]1[CH2:23][CH2:24][NH:25][CH2:26][CH2:27]1.[Cl:28][CH2:29][Cl:30]>>[OH:9][c:10]1[cH:11][n:12]([CH3:21])[c:13]2[cH:14][cH:15][cH:16][cH:17][c:18]2[c:19]1=[O:20]. Reactants: C([O-])([O-])=O.[K+].[K+] (potassium carbonate), COC(=O)CON=C(C(=O)OC(C)(C)C)C(C)=O (tert-butyl 2-methoxycarbonylmethoxyimino-3-oxobutyrate), Br (hydrobromic acid). Run in C(Cl)Cl (methylene chloride), CCCCCC (n-hexane), C(C)(=O)O (acetic acid), C(C)(=O)O (acetic acid). The product is COC(=O)CON=C(C(=O)O)C(C)=O (2-methoxycarbonylmethoxyimino-3-oxobutyric acid). Isolated yield 51.0%. As a reaction SMILES: [CH3:1][O:2][C:3]([CH2:5][O:6][N:7]=[C:8]([C:16](=[O:18])[CH3:17])[C:9]([O:11]C(C)(C)C)=[O:10])=[O:4].Br.C(=O)([O-])[O-].[K+].[K+]>C(O)(=O)C.C(Cl)Cl.CCCCCC>[CH3:1][O:2][C:3]([CH2:5][O:6][N:7]=[C:8]([C:16](=[O:18])[CH3:17])[C:9]([OH:11])=[O:10])=[O:4] |f:2.3.4|. Reported procedure: To a solution of tert-butyl 2-methoxycarbonylmethoxyimino-3-oxobutyrate (syn isomer) (10 g) in glacial acetic acid (5 ml) was added 30% hydrobromic acid in acetic acid (10 ml) at ambient temperature with stirring. The reaction mixture was stirred at 40° C. for 3 hours. The resultant solution was concentrated under reduced pressure and the residual oil was dissolved into ethyl acetate (100 ml). The ethyl acetate layer was washed with a saturated aqueous solution of sodium chloride four times and ... The reactants are O=C([O-])[O-], CNN, CCO, CSc1ncc(I)c(Cl)n1, [K+], [K+], O. The product is CSc1ncc(I)c(N(C)N)n1. RXN SMILES: [C:1](=[O:2])([O-:3])[O-:4].[CH3:20][NH:21][NH2:22].[CH3:7][CH2:8][OH:9].[Cl:10][c:11]1[n:12][c:13]([S:18][CH3:19])[n:14][cH:15][c:16]1[I:17].[K+:5].[K+:6].[OH2:23]>>[c:11]1([N:21]([CH3:20])[NH2:22])[n:12][c:13]([S:18][CH3:19])[n:14][cH:15][c:16]1[I:17]. The reactants are COC(C(CC=1C(=NC(=NC1)Cl)Cl)C1=CC=C(C=C1)OC)=O (3-(2,4-dichloro-pyrimidin-5-yl)-2-(4-methoxy-phenyl)-propionic acid methyl ester), NC1=CC=CC=C1 (aniline). Run at temperature 110 celsius. Product: COC(C(CC=1C(=NC(=NC1)NC1=CC=CC=C1)NC1=CC=CC=C1)C1=CC=C(C=C1)OC)=O (3-(2,4-diphenylamino-pyrimidin-5-yl)-2-(4-methoxy-phenyl)-propionic acid methyl ester). RXN SMILES: [CH3:1][O:2][C:3](=[O:22])[CH:4]([C:14]1[CH:19]=[CH:18][C:17]([O:20][CH3:21])=[CH:16][CH:15]=1)[CH2:5][C:6]1[C:7](Cl)=[N:8][C:9](Cl)=[N:10][CH:11]=1.[NH2:23][C:24]1[CH:29]=[CH:28][CH:27]=[CH:26][CH:25]=1>>[CH3:1][O:2][C:3](=[O:22])[CH:4]([C:14]1[CH:19]=[CH:18][C:17]([O:20][CH3:21])=[CH:16][CH:15]=1)[CH2:5][C:6]1[C:7]([NH:23][C:24]2[CH:29]=[CH:28][CH:27]=[CH:26][CH:25]=2)=[N:8][C:9]([NH:23][C:24]2[CH:29]=[CH:28][CH:27]=[CH:26][CH:25]=2)=[N:10][CH:11]=1. Procedure: A mixture of 3-(2,4-dichloro-pyrimidin-5-yl)-2-(4-methoxy-phenyl)-propionic acid methyl ester (0.54 g, 1.58 mmol) (from Example 1d supra) and aniline (0.67 g, 7.11 mmol) (Aldrich) was heated at 110° C. for 30 minutes. The reaction mixture was washed with hexanes (50 mL×3) and the supernatant was decanted off after each time. The residue was then dissolved in ethyl acetate (100 mL) and successively washed with saturated aqueous ammonium chloride solution (30 mL), water (30 mL) and brine (30 mL), ...